From a dataset of the Open Reaction Database (ORD), a public repository of structured organic reaction records. describe an organic reaction: reactants, conditions, products, and yield Starting materials: BrC1=C(C(=C(C(=C1C)F)F)[Si](C)(C)C)F (1-bromo-2,4,5-trifluoro-6-methyl-3-(trimethylsilyl)benzene), C(CCC)[Li] (butyllithium), C(=O)=O (CO2), C(=O)=O (dry ice), [F-].[Cs+] (cesium fluoride). The solvent is C(C)#N (acetonitrile). The product is FC1=C(C(=O)O)C(=C(C(=C1[Si](C)(C)C)F)F)C (2,4,5-trifluoro-6-methyl-3-(trimethylsilyl)- benzoic acid). Yield: 62.0%. RXN SMILES: Br[C:2]1[C:7]([CH3:8])=[C:6]([F:9])[C:5]([F:10])=[C:4]([Si:11]([CH3:14])([CH3:13])[CH3:12])[C:3]=1[F:15].C([Li])CCC.[C:21](=[O:23])=[O:22].[F-].[Cs+]>C(#N)C>[F:15][C:3]1[C:4]([Si:11]([CH3:14])([CH3:13])[CH3:12])=[C:5]([F:10])[C:6]([F:9])=[C:7]([CH3:8])[C:2]=1[C:21]([OH:23])=[O:22] |f:3.4|. Procedure details: This preparation route is very expensive. The first and the second synthesis step each involve reaction with butyllithium and diisopropylamine in tetrahydrofuran at −78° C., and the third synthesis step involves reaction with butyllithium in ether, likewise at −78° C. In the first step, 1-bromo-2,4,5-trifluorobenzene is reacted first with lithium diisopropylamide and then with trimethylsilyl chloride, the resulting 1-bromo-2,4,5-trifluoro-3-(trimethylsilyl)benzene (88% yield) is once more reacte... The reactants are C(C)C1(CSC2=CC(=CC=C2C1CCCCCCCCC(C(=O)O)CCCCCCC(C(F)(F)F)(F)F)O)C1=CC=C(C=C1)O (10-[(3RS,4RS)-3-ethyl-7-hydroxy-3-(4-hydroxyphenyl)thiochroman-4-yl]-2-(7,7,8,8,8-pentafluoro-octyl)decanoic acid), FC(CCCCCC(C(=O)OCC)CCCCCCC=C)(C(F)(F)F)F (ethyl 2-(6,6,7,7,7-pentafluoroheptyl)-9-decenoate). The product is C(C)C1(CSC2=CC(=CC=C2C1CCCCCCCCCC(C(=O)O)CCCCCC(C(F)(F)F)(F)F)O)C1=CC=C(C=C1)O (11-[(3RS,4RS)-3-ethyl-7-hydroxy-3-(4-hydroxyphenyl)thiochroman-4-yl]-2-(6,6,7,7,7-pentafluoroheptyl)undecanoic acid). As a reaction SMILES: [CH2:1]([C:3]1([C:39]2[CH:44]=[CH:43][C:42]([OH:45])=[CH:41][CH:40]=2)[CH:12]([CH2:13][CH2:14][CH2:15][CH2:16][CH2:17][CH2:18][CH2:19]CC(CCCCCCC(F)(F)C(F)(F)F)C(O)=O)[C:11]2[C:6](=[CH:7][C:8]([OH:38])=[CH:9][CH:10]=2)[S:5][CH2:4]1)[CH3:2].[F:46][C:47]([F:71])([C:67]([F:70])([F:69])[F:68])[CH2:48][CH2:49][CH2:50][CH2:51][CH2:52][CH:53]([CH2:59][CH2:60]CCCCC=C)[C:54]([O:56]CC)=[O:55]>>[CH2:1]([C:3]1([C:39]2[CH:40]=[CH:41][C:42]([OH:45])=[CH:43][CH:44]=2)[CH:12]([CH2:13][CH2:14][CH2:15][CH2:16][CH2:17][CH2:18][CH2:19][CH2:60][CH2:59][CH:53]([CH2:52][CH2:51][CH2:50][CH2:49][CH2:48][C:47]([F:46])([F:71])[C:67]([F:70])([F:69])[F:68])[C:54]([OH:56])=[O:55])[C:11]2[C:6](=[CH:7][C:8]([OH:38])=[CH:9][CH:10]=2)[S:5][CH2:4]1)[CH3:2]. Reported procedure: Starting with the allyl compound prepared in Example 13 and the ethyl 2-(6,6,7,7,7-pentafluoroheptyl)-9-decenoate prepared in Example 7, the same procedure as shown in Example 13 was repeated to give 11-[(3RS,4RS)-3-ethyl-7-hydroxy-3-(4-hydroxyphenyl)thiochroman-4-yl]-2-(6,6,7,7,7-pentafluoroheptyl)undecanoic acid.